From a dataset of the Open Reaction Database (ORD), a public repository of structured organic reaction records. describe an organic reaction: reactants, conditions, products, and yield Reactants: Cl.NO (Hydroxylamine hydrochloride), C(C)(C)N(CC)C(C)C (diisopropylethylamine), C(C)O (ethanol), ClC1=CC=C(C(=N1)NC(=S)NC(=O)OCC)OC (N-(6-chloro-3-methoxy-2-pyridinyl)-N'-carboethoxythiourea). Solvent: O (water). Yields the product NC1=NN2C(C(=CC=C2Cl)OC)=N1 (2-Amino-5-chloro-8-methoxy[1,2,4]triazolo[1,5-a]pyridine). Yield: 58.6%. As a reaction SMILES: Cl.NO.C([N:7](C(C)C)CC)(C)C.C(O)C.[Cl:16][C:17]1[N:22]=[C:21]([NH:23][C:24]([NH:26]C(OCC)=O)=S)[C:20]([O:32][CH3:33])=[CH:19][CH:18]=1>O>[NH2:7][C:24]1[N:23]=[C:21]2[C:20]([O:32][CH3:33])=[CH:19][CH:18]=[C:17]([Cl:16])[N:22]2[N:26]=1 |f:0.1|. Procedure: Hydroxylamine hydrochloride (9.6 g, 138 mmol) and diisopropylethylamine (14.4 mL, 10.7 g, 83 mmol) were mixed with ethanol (300 mL) for a few minutes and then N-(6-chloro-3-methoxy-2-pyridinyl)-N'-carboethoxythiourea (7.6 g, 27.5 mmol) was added with stirring. The resulting mixture was stirred at room temperature for 20 min and then heated to reflux for 3 hours. The volatile components were removed by evaporation and the residue obtained was mixed with water. The resulting slurry was filtered an... Starting materials: NC=1C(=CC2=C(NC(CN(C2)CC)=O)C1)OC (8-amino-4-ethyl-7-methoxy-1,3,4,5-tetrahydro-benzo[e][1,4]diazepin-2-one), ClC1=NC=C(C(=N1)NC1=C(C=C(C=C1)N1CCOCC1)OC)Cl ((2,5-dichloro-pyrimidin-4-yl)-(2-methoxy-4-morpholin-4-yl-phenyl)-amine). Yields the product ClC=1C(=NC(=NC1)NC=1C(=CC2=C(NC(CN(C2)CC)=O)C1)OC)NC1=C(C=C(C=C1)N1CCOCC1)OC (8-[5-chloro-4-(2-methoxy-4-morpholin-4-yl-phenylamino)-pyrimidin-2-ylamino]-4-ethyl-7-methoxy-1,3,4,5-tetrahydro-benzo[e][1,4]diazepin-2-one). The yield is 27.7%. RXN SMILES: [NH2:1][C:2]1[C:3]([O:16][CH3:17])=[CH:4][C:5]2[CH2:11][N:10]([CH2:12][CH3:13])[CH2:9][C:8](=[O:14])[NH:7][C:6]=2[CH:15]=1.Cl[C:19]1[N:24]=[C:23]([NH:25][C:26]2[CH:31]=[CH:30][C:29]([N:32]3[CH2:37][CH2:36][O:35][CH2:34][CH2:33]3)=[CH:28][C:27]=2[O:38][CH3:39])[C:22]([Cl:40])=[CH:21][N:20]=1>>[Cl:40][C:22]1[C:23]([NH:25][C:26]2[CH:31]=[CH:30][C:29]([N:32]3[CH2:33][CH2:34][O:35][CH2:36][CH2:37]3)=[CH:28][C:27]=2[O:38][CH3:39])=[N:24][C:19]([NH:1][C:2]2[C:3]([O:16][CH3:17])=[CH:4][C:5]3[CH2:11][N:10]([CH2:12][CH3:13])[CH2:9][C:8](=[O:14])[NH:7][C:6]=3[CH:15]=2)=[N:20][CH:21]=1. Reported procedure: In an analogous manner to procedure 1656g, 8-amino-4-ethyl-7-methoxy-1,3,4,5-tetrahydro-benzo[e][1,4]diazepin-2-one (100 mg, 0.43 mmol) and (2,5-dichloro-pyrimidin-4-yl)-(2-methoxy-4-morpholin-4-yl-phenyl)-amine (151 mg, 0.43 mmol) were coupled to provide 8-[5-chloro-4-(2-methoxy-4-morpholin-4-yl-phenylamino)-pyrimidin-2-ylamino]-4-ethyl-7-methoxy-1,3,4,5-tetrahydro-benzo[e][1,4]diazepin-2-one (66 mg, 22%) as a pale yellow foam following flash chromatography on silica gel (0-5% MeOH-DCM); NMR (4... Starting materials: CNCCNC (N1,N2-dimethylethane-1,2-diamine), BrC1=CC2=C(N=C(S2)N2C[C@@H](CC2)N2CCCCC2)C=C1 ((R)-6-bromo-2-(3-(piperidin-1-yl)pyrrolidin-1-yl)benzo[d]thiazole), N=1NC(C=CC1)=O (pyridazin-3(2H)-one), C([O-])([O-])=O.[K+].[K+] (potassium carbonate). Reagents/catalysts: [Cu] (copper), [Cu]I (copper(I) iodide). Run in C1(=CC=CC=C1)C (toluene), C(C)OCC (diethyl ether), N1=CC=CC=C1 (Pyridine). Run at temperature 117 celsius. The product is N1(CCCCC1)[C@H]1CN(CC1)C=1SC2=C(N1)C=CC(=C2)N2N=CC=CC2=O ((R)-2-(2-(3-(piperidin-1-yl)pyrrolidin-1-yl)benzo[d]thiazol-6-yl)pyridazin-3(2H)-one). As a reaction SMILES: Br[C:2]1[CH:21]=[CH:20][C:5]2[N:6]=[C:7]([N:9]3[CH2:13][CH2:12][C@@H:11]([N:14]4[CH2:19][CH2:18][CH2:17][CH2:16][CH2:15]4)[CH2:10]3)[S:8][C:4]=2[CH:3]=1.[N:22]1[NH:23][C:24](=[O:28])[CH:25]=[CH:26][CH:27]=1.C(=O)([O-])[O-].[K+].[K+].CNCCNC>[Cu].[Cu]I.C(OCC)C.C1(C)C=CC=CC=1.N1C=CC=CC=1>[N:14]1([C@@H:11]2[CH2:12][CH2:13][N:9]([C:7]3[S:8][C:4]4[CH:3]=[C:2]([N:23]5[C:24](=[O:28])[CH:25]=[CH:26][CH:27]=[N:22]5)[CH:21]=[CH:20][C:5]=4[N:6]=3)[CH2:10]2)[CH2:19][CH2:18][CH2:17][CH2:16][CH2:15]1 |f:2.3.4|. Reported procedure: A mixture of (R)-6-bromo-2-(3-(piperidin-1-yl)pyrrolidin-1-yl)benzo[d]thiazole (Example 14, 0.792 g, 2.162 mmol), pyridazin-3(2H)-one (0.415 g, 4.32 mmol), copper powder (0.137 g, 2.16 mmol), copper(I) iodide (57.6 mg, 0.303 mmol), and potassium carbonate (0.896 g, 6.49 mmol) were combined into a large Biotage microwave vial equipped with a magnetic stirbar. The vial was crimp capped with a septum. Pyridine (17.3 mL) was introduced via syringe. The reaction mixture was purged (vacuum/nitrogen) t... Starting materials: Cc1nc2c(N)nc3ccccc3c2n1CCCOCC#Cc1ccccc1, Cc1ccccc1, [H][H]. Yields the product Cc1nc2c(N)nc3ccccc3c2n1CCCOCCCc1ccccc1. As a reaction SMILES: [CH3:1][c:2]1[n:3]([CH2:16][CH2:17][CH2:18][O:19][CH2:20][C:21]#[C:22][c:23]2[cH:24][cH:25][cH:26][cH:27][cH:28]2)[c:4]2[c:5]([c:6]([NH2:14])[n:7][c:8]3[cH:9][cH:10][cH:11][cH:12][c:13]23)[n:15]1.[CH3:31][c:32]1[cH:33][cH:34][cH:35][cH:36][cH:37]1.[H:29][H:30]>>[CH3:1][c:2]1[n:3]([CH2:16][CH2:17][CH2:18][O:19][CH2:20][CH2:21][CH2:22][c:23]2[cH:24][cH:25][cH:26][cH:27][cH:28]2)[c:4]2[c:5]([c:6]([NH2:14])[n:7][c:8]3[cH:9][cH:10][cH:11][cH:12][c:13]23)[n:15]1. Reactants: [Al+3], C1CCOC1, [H-], [H-], [H-], [H-], [Li+], CCOC(=O)c1cc2c(ncn2-c2cccc(-c3ccsc3)c2)[nH]1. Product: OCc1cc2c(ncn2-c2cccc(-c3ccsc3)c2)[nH]1. As a reaction SMILES: [Al+3:26].[CH2:31]1[O:32][CH2:33][CH2:34][CH2:35]1.[H-:25].[H-:28].[H-:29].[H-:30].[Li+:27].[s:1]1[cH:2][c:3](-[c:6]2[cH:7][c:8](-[n:12]3[cH:13][n:14][c:15]4[c:16]3[cH:17][c:18]([C:20](=[O:21])[O:22][CH2:23][CH3:24])[nH:19]4)[cH:9][cH:10][cH:11]2)[cH:4][cH:5]1>>[s:1]1[cH:2][c:3](-[c:6]2[cH:7][c:8](-[n:12]3[cH:13][n:14][c:15]4[c:16]3[cH:17][c:18]([CH2:20][OH:21])[nH:19]4)[cH:9][cH:10][cH:11]2)[cH:4][cH:5]1. The reactants are C(C)NC1=C(C=CC(=C1)OC)[C@H]1CC=2C=CC(=CC2CC1)OC(C(C)(C)C)=O (pivalic acid (R)-6-(2-ethylamino-4-methoxyphenyl)-5,6,7,8-tetrahydronaphthalen-2-yl ester), CN1CCC(CC1)OC1=CC=C(C=O)C=C1 (4-(1-methylpiperidin-4-yloxy)benzaldehyde). The product is C(C)N(C1=C(C=CC(=C1)OC)[C@H]1CC=2C=CC(=CC2CC1)O)CC1=CC=C(C=C1)OC1CCN(CC1)C ((R)-6-{2-{Ethyl[4-(1-methylpiperidin-4-yloxy)benzyl]amino}-4-methoxyphenyl}-5,6,7,8-tetrahydronaphthalen-2-ol). Isolated yield 71.6%. As a reaction SMILES: [CH2:1]([NH:3][C:4]1[CH:9]=[C:8]([O:10][CH3:11])[CH:7]=[CH:6][C:5]=1[C@@H:12]1[CH2:21][CH2:20][C:19]2[CH:18]=[C:17]([O:22]C(=O)C(C)(C)C)[CH:16]=[CH:15][C:14]=2[CH2:13]1)[CH3:2].[CH3:29][N:30]1[CH2:35][CH2:34][CH:33]([O:36][C:37]2[CH:44]=[CH:43][C:40]([CH:41]=O)=[CH:39][CH:38]=2)[CH2:32][CH2:31]1>>[CH2:1]([N:3]([CH2:41][C:40]1[CH:39]=[CH:38][C:37]([O:36][CH:33]2[CH2:34][CH2:35][N:30]([CH3:29])[CH2:31][CH2:32]2)=[CH:44][CH:43]=1)[C:4]1[CH:9]=[C:8]([O:10][CH3:11])[CH:7]=[CH:6][C:5]=1[C@@H:12]1[CH2:21][CH2:20][C:15]2[CH:16]=[C:17]([OH:22])[CH:18]=[CH:19][C:14]=2[CH2:13]1)[CH3:2]. Procedure details: Synthesized from pivalic acid (R)-6-(2-ethylamino-4-methoxyphenyl)-5,6,7,8-tetrahydronaphthalen-2-yl ester (33 mg) and 4-(1-methylpiperidin-4-yloxy)benzaldehyde (94 mg) according to an analogous synthetic method to Example 264 described below and purified by LC-MS, the title compound (31 mg) was obtained.